This data is from the Open Reaction Database (ORD), a public repository of structured organic reaction records. The task is: describe an organic reaction: reactants, conditions, products, and yield Starting materials: O=[N+]([O-])c1ccc(F)cc1, OCc1ccc(F)cc1. RXN SMILES: [F:10][c:11]1[cH:12][cH:13][c:14]([N+:17](=[O:18])[O-:19])[cH:15][cH:16]1.[F:1][c:2]1[cH:3][cH:4][c:5]([CH2:6][OH:7])[cH:8][cH:9]1>>[F:1][c:2]1[cH:3][cH:4][c:5]([CH2:6][O:7][c:11]2[cH:12][cH:13][c:14]([N+:17](=[O:18])[O-:19])[cH:15][cH:16]2)[cH:8][cH:9]1. The product is O=[N+]([O-])c1ccc(OCc2ccc(F)cc2)cc1. Starting materials: ClC1=C(C=CC(=C1Cl)OC)SCC1=C(C=CC=C1F)F ((2,3-dichloro-4-methoxyphenyl)(2',6'-difluorobenzyl)sulfide), C(CCC)[Li] (n-butyllithium), Cl (hydrochloric acid), polyphosphoric acid, C(=O)OC (methyl formate), ice water. Run in O1CCCC1 (tetrahydrofuran). Conditions: time 1 hour. Yields the product ClC=1C(=CC2=C(SC(=C2)C2=C(C=CC=C2F)F)C1Cl)OC (6,7-dichloro-2-(2',6'-difluorophenyl)-5-methoxybenzo[b]thiophene). Reaction SMILES: [Cl:1][C:2]1[C:7]([Cl:8])=[C:6]([O:9][CH3:10])[CH:5]=[CH:4][C:3]=1[S:11][CH2:12][C:13]1[C:18]([F:19])=[CH:17][CH:16]=[CH:15][C:14]=1[F:20].[CH2:21]([Li])CCC.C(OC)=O.Cl>O1CCCC1>[Cl:8][C:7]1[C:6]([O:9][CH3:10])=[CH:5][C:4]2[CH:21]=[C:12]([C:13]3[C:14]([F:20])=[CH:15][CH:16]=[CH:17][C:18]=3[F:19])[S:11][C:3]=2[C:2]=1[Cl:1]. Reported procedure: To 15 g of (2,3-dichloro-4-methoxyphenyl)(2',6'-difluorobenzyl)sulfide in 140 ml of dry tetrahydrofuran at -75° is added dropwise 25 ml of 2.2M n-butyllithium over a period of 20 mins, maintaining the temperature below -65°. After stirring at this temperature for 1 hr, 10 ml of dried methyl formate is added dropwise, maintaining the temperature below -60°. The reaction mixture is poured onto 100 ml of 10N hydrochloric acid. The mixture is extracted with ethyl ether. The ether extract is dried ov... Reactants: S=C(Cl)Oc1ccccc1, COC(=O)C1C2CC(O)C(C2)N1C(=O)OC(C)(C)C, c1ccncc1. Yields the product COC(=O)C1C2CC(OC(=S)Oc3ccccc3)C(C2)N1C(=O)OC(C)(C)C. As a reaction SMILES: [C:20]([O:21][c:22]1[cH:23][cH:24][cH:25][cH:26][cH:27]1)(=[S:28])[Cl:29].[OH:1][CH:2]1[CH2:3][CH:4]2[CH:5]([C:16](=[O:17])[O:18][CH3:19])[N:6]([C:9](=[O:10])[O:11][C:12]([CH3:13])([CH3:14])[CH3:15])[CH:7]1[CH2:8]2.[cH:30]1[cH:31][cH:32][n:33][cH:34][cH:35]1>>[O:1]([CH:2]1[CH2:3][CH:4]2[CH:5]([C:16](=[O:17])[O:18][CH3:19])[N:6]([C:9](=[O:10])[O:11][C:12]([CH3:13])([CH3:14])[CH3:15])[CH:7]1[CH2:8]2)[C:20]([O:21][c:22]1[cH:23][cH:24][cH:25][cH:26][cH:27]1)=[S:28]. Reactants: BrC=1SC(=C(N1)C(NC=1C=NN(C1[C@H]1OC[C@@H]([C@@H](CC1)NC(=O)OC(C)(C)C)F)C)=O)NC(OC(C)(C)C)=O (tert-butyl N-[2-bromo-4-[[5-[(2S,5R,6R)-5-(tert-butoxycarbonylamino)-6-fluoro-oxepan-2-yl]-1-methyl-pyrazol-4-yl]carbamoyl]thiazol-5-yl]carbamate), BrC=1SC(=C(N1)C(NC=1C=NN(C1[C@H]1OC[C@@H]([C@@H](CC1)NC(=O)OC(C)(C)C)F)C)=O)NC(OC(C)(C)C)=O (tert-butyl N-[2-bromo-4-[[5-[(2S,5R,6R)-5-(tert-butoxycarbonylamino)-6-fluoro-oxepan-2-yl]-1-methyl-pyrazol-4-yl]carbamoyl]thiazol-5-yl]carbamate), CN1N=C(C(=C1)B(O)O)C ((1,3-dimethyl-1H-pyrazol-4-yl)boronic acid). Product: NC1=C(N=C(S1)C=1C(=NN(C1)C)C)C(=O)NC=1C=NN(C1[C@H]1OC[C@@H]([C@@H](CC1)N)F)C (5-amino-N-(5-((2S,5R,6R)-5-amino-6-fluorooxepan-2-yl)-1-methyl-1H-pyrazol-4-yl)-2-(1,3-dimethyl-1H-pyrazol-4-yl)thiazole-4-carboxamide). RXN SMILES: Br[C:2]1[S:3][C:4]([NH:32]C(=O)OC(C)(C)C)=[C:5]([C:7](=[O:31])[NH:8][C:9]2[CH:10]=[N:11][N:12]([CH3:30])[C:13]=2[C@@H:14]2[CH2:20][CH2:19][C@@H:18]([NH:21]C(OC(C)(C)C)=O)[C@@H:17]([F:29])[CH2:16][O:15]2)[N:6]=1.[CH3:40][N:41]1[CH:45]=[C:44](B(O)O)[C:43]([CH3:49])=[N:42]1>>[NH2:32][C:4]1[S:3][C:2]([C:44]2[C:43]([CH3:49])=[N:42][N:41]([CH3:40])[CH:45]=2)=[N:6][C:5]=1[C:7]([NH:8][C:9]1[CH:10]=[N:11][N:12]([CH3:30])[C:13]=1[C@@H:14]1[CH2:20][CH2:19][C@@H:18]([NH2:21])[C@@H:17]([F:29])[CH2:16][O:15]1)=[O:31]. Reported procedure: Following the procedure for Example 101 starting from tert-butyl N-[2-bromo-4-[[5-[(2S,5R,6R)-5-(tert-butoxycarbonylamino)-6-fluoro-oxepan-2-yl]-1-methyl-pyrazol-4-yl]carbamoyl]thiazol-5-yl]carbamate (Intermediate 88), and replacing 3,6-dihydro-2H-pyran-4-boronic acid pinacol ester with (1,3-dimethyl-1H-pyrazol-4-yl)boronic acid gave 254. 1H NMR (400 MHz, DMSO-d6) δ 9.15 (s, 1H), 7.84 (s, 1H), 7.65 (s, 1H), 7.25 (s, 2H), 5.00-4.73 (m, 2H), 4.16-3.89 (m, 2H), 3.78 (s, 3H), 3.72 (s, 3H), 3.22 (dd,... The reactants are C(=O)C1=CN=C(S1)N1[C@@H](CCC1)C(=O)OC(C)(C)C ((S)-tert-Butyl 1-(5-formylthiazol-2-yl)pyrrolidine-2-carboxylate), Cl (HCl), Cl (HCl), CCOCC (Et2O). Run in C(Cl)Cl (CH2Cl2). Conditions: time 48 hour. The product is C(=O)C1=CN=C(S1)N1[C@@H](CCC1)C(=O)O ((S)-1-(5-Formylthiazol-2-yl)pyrrolidine-2-carboxylic acid). Reaction SMILES: [CH:1]([C:3]1[S:7][C:6]([N:8]2[CH2:12][CH2:11][CH2:10][C@H:9]2[C:13]([O:15]C(C)(C)C)=[O:14])=[N:5][CH:4]=1)=[O:2].Cl.CCOCC>C(Cl)Cl>[CH:1]([C:3]1[S:7][C:6]([N:8]2[CH2:12][CH2:11][CH2:10][C@H:9]2[C:13]([OH:15])=[O:14])=[N:5][CH:4]=1)=[O:2]. Reported procedure: Following the procedure as described in Example 68, except using material from Example 79 (33.4 mg, 0.118 mmol), anhydrous CH2Cl2 (3 mL), HCl, 1.0M in Et2O (6 mL, 6.0 mmol) stirring at room temp for 48 h, the title compound (quantitative yield) is isolated as an HCl salt that is used directly “as is” in the next step. LC/MS (Condition A): ret. T=1.88 min, (M+H)+ 227.05. Reactants: CC(=O)[O-], CC(=O)[O-], N=C(c1ccccc1)c1ccccc1, O=C([O-])[O-], C1CCOC1, [Cs+], [Cs+], O=C(N1C2CCC1CC(=C1c3ccccc3Oc3c(OS(=O)(=O)C(F)(F)F)cccc31)C2)C(F)(F)F, [Pd+2], [Pd], c1ccc(P(c2ccccc2)c2ccc3ccccc3c2-c2c(P(c3ccccc3)c3ccccc3)ccc3ccccc23)cc1. The product is O=C(N1C2CCC1CC(=C1c3ccccc3Oc3c(N=C(c4ccccc4)c4ccccc4)cccc31)C2)C(F)(F)F. RXN SMILES: [C:109]([O-:110])(=[O:111])[CH3:112].[C:114]([O-:115])(=[O:116])[CH3:117].[C:83]([c:84]1[cH:85][cH:86][cH:87][cH:88][cH:89]1)([c:90]1[cH:91][cH:92][cH:93][cH:94][cH:95]1)=[NH:96].[C:97](=[O:98])([O-:99])[O-:100].[CH2:103]1[O:104][CH2:105][CH2:106][CH2:107]1.[Cs+:101].[Cs+:102].[F:1][C:2]([C:3](=[O:4])[N:5]1[CH:6]2[CH2:7][C:8](=[C:13]3[c:14]4[cH:15][cH:16][cH:17][cH:18][c:19]4[O:20][c:21]4[c:22]([O:27][S:28]([C:29]([F:30])([F:31])[F:32])(=[O:33])=[O:34])[cH:23][cH:24][cH:25][c:26]43)[CH2:9][CH:10]1[CH2:11][CH2:12]2)([F:35])[F:36].[Pd+2:113].[Pd:108].[cH:37]1[cH:38][cH:39][c:40]([P:41]([c:42]2[cH:43][cH:44][c:45]3[c:46]([cH:47][cH:48][cH:49][cH:50]3)[c:51]2-[c:52]2[c:53]3[c:54]([cH:55][cH:56][cH:57][cH:58]3)[cH:59][cH:60][c:61]2[P:62]([c:63]2[cH:64][cH:65][cH:66][cH:67][cH:68]2)[c:69]2[cH:70][cH:71][cH:72][cH:73][cH:74]2)[c:75]2[cH:76][cH:77][cH:78][cH:79][cH:80]2)[cH:81][cH:82]1>>[F:1][C:2]([C:3](=[O:4])[N:5]1[CH:6]2[CH2:7][C:8](=[C:13]3[c:14]4[cH:15][cH:16][cH:17][cH:18][c:19]4[O:20][c:21]4[c:22]([N:96]=[C:83]([c:84]5[cH:85][cH:86][cH:87][cH:88][cH:89]5)[c:90]5[cH:91][cH:92][cH:93][cH:94][cH:95]5)[cH:23][cH:24][cH:25][c:26]43)[CH2:9][CH:10]1[CH2:11][CH2:12]2)([F:35])[F:36].